Dataset: the Open Reaction Database (ORD), a public repository of structured organic reaction records. Task: describe an organic reaction: reactants, conditions, products, and yield Procedure: The 2-undecyloxy-5-methoxybenzaldehyde (16.2 g, 52.9 mmoles) in 100 ml of methanesulfonic acid was treated with L-methionine (16 g, 0.1057 mole) at room temperature for 48 hours. The reaction mixture was diluted with ethyl acetate and washed with ice-cold water and saturated sodium chloride solution. The organic extract was dried with anhydrous magnesium sulfate, treated with charcoal and the solvent was removed in vacuo. The resulting solid was recrystallized twice from hexane to give 7.7 g (50... Yields the product C(CCCCCCCCCC)OC1=C(C=O)C=C(C=C1)O (2-Undecyloxy-5-hydroxybenzaldehyde). As a reaction SMILES: [CH2:1]([O:12][C:13]1[CH:20]=[CH:19][C:18]([O:21]C)=[CH:17][C:14]=1[CH:15]=[O:16])[CH2:2][CH2:3][CH2:4][CH2:5][CH2:6][CH2:7][CH2:8][CH2:9][CH2:10][CH3:11].N[C@H](C(O)=O)CCSC>CS(O)(=O)=O.C(OCC)(=O)C>[CH2:1]([O:12][C:13]1[CH:20]=[CH:19][C:18]([OH:21])=[CH:17][C:14]=1[CH:15]=[O:16])[CH2:2][CH2:3][CH2:4][CH2:5][CH2:6][CH2:7][CH2:8][CH2:9][CH2:10][CH3:11]. Yield: 49.8%. Reactants: C(CCCCCCCCCC)OC1=C(C=O)C=C(C=C1)OC (2-undecyloxy-5-methoxybenzaldehyde), N[C@@H](CCSC)C(=O)O (L-methionine). Run in C(C)(=O)OCC (ethyl acetate), CS(=O)(=O)O (methanesulfonic acid). Reactants: O=Cc1c(Br)cc(F)cc1Br, O=C([O-])[O-], CN(C)c1ccc2c(c1)CCNC2=O, [Cs+], [Cs+], C1COCCO1. Product: CN(C)c1ccc2c(c1)CCN(c1cc(F)cc(Br)c1C=O)C2=O. As a reaction SMILES: [Br:1][c:2]1[c:3]([CH:4]=[O:5])[c:6]([Br:11])[cH:7][c:8]([F:10])[cH:9]1.[C:26](=[O:27])([O-:28])[O-:29].[CH3:12][N:13]([c:14]1[cH:15][c:16]2[c:21]([cH:22][cH:23]1)[C:20](=[O:24])[NH:19][CH2:18][CH2:17]2)[CH3:25].[Cs+:30].[Cs+:31].[O:32]1[CH2:33][CH2:34][O:35][CH2:36][CH2:37]1>>[c:2]1([N:19]2[CH2:18][CH2:17][c:16]3[cH:15][c:14]([N:13]([CH3:12])[CH3:25])[cH:23][cH:22][c:21]3[C:20]2=[O:24])[c:3]([CH:4]=[O:5])[c:6]([Br:11])[cH:7][c:8]([F:10])[cH:9]1. Reactants: FC1=CC=C(C=C1)C(CN)(C)C (2-(4-fluorophenyl)-2-methylpropan-1-amine), crude residue, O=P(Cl)(Cl)Cl (POCl3), ClC=1C=C(C=CC1)C1=NNC(CN1)=O (3-(3-chlorophenyl)-4,5-dihydro-1,2,4-triazin-6(1H)-one). Reagents/catalysts: O=[Mn]=O (MnO2). Solvent: O1CCOCC1 (dioxane), CCOC(=O)C (EtOAc). Conditions: temperature 90 celsius, time 18 hour. Yields the product ClC=1C=C(C=CC1)C=1N=NC(=CN1)NCC(C)(C)C1=CC=C(C=C1)F (3-(3-Chlorophenyl)-N-(2-(4-fluorophenyl)-2-methylpropyl)-1,2,4-triazin-6-amine). The yield is 10.0%. As a reaction SMILES: [Cl:1][C:2]1[CH:3]=[C:4]([C:8]2[NH:13][CH2:12][C:11](=O)[NH:10][N:9]=2)[CH:5]=[CH:6][CH:7]=1.O=P(Cl)(Cl)Cl.[F:20][C:21]1[CH:26]=[CH:25][C:24]([C:27]([CH3:31])([CH3:30])[CH2:28][NH2:29])=[CH:23][CH:22]=1>O1CCOCC1.CCOC(C)=O.O=[Mn]=O>[Cl:1][C:2]1[CH:3]=[C:4]([C:8]2[N:9]=[N:10][C:11]([NH:29][CH2:28][C:27]([C:24]3[CH:23]=[CH:22][C:21]([F:20])=[CH:26][CH:25]=3)([CH3:31])[CH3:30])=[CH:12][N:13]=2)[CH:5]=[CH:6][CH:7]=1. Reported procedure: To a solution of 3-(3-chlorophenyl)-4,5-dihydro-1,2,4-triazin-6(1H)-one (6.0 g, 29 mmol) dissolved in dioxane (75 mL) was added MnO2 (10 g, 120 mmol). The mixture was stirred at 90° C. for 18 h. After filtering through diatomaceous earth and rinsing with hot dioxane, the combined organics were evaporated to dryness in vacuo. The crude residue (⅓ was used) was dissolved in POCl3 (10 mL, 108 mmol) and heated to 70° C. for 2.5 h. The mixture was allowed to cool to rt and evaporated to dryness in va... Reactants: [BH4-].[Li+] (lithium borohydride), BrC1=NC(=CC=C1)C1=C(C(=CC2=CC(=C(C=C12)OC)OC)C(=O)OC)C(=O)OC (1-(2-bromo-6-pyridyl)-2,3-bis(methoxycarbonyl)-6,7-dimethoxynaphthalene), CO (methanol). Run in O1CCCC1 (tetrahydrofuran), O1CCCC1 (tetrahydrofuran). Product: BrC1=NC(=CC=C1)C1=C(C(=CC2=CC(=C(C=C12)OC)OC)CO)CO (1-(2-bromo-6-pyridyl)-2,3-bis(hydroxymethyl)-6,7-dimethoxynaphthalene). The yield is 80.4%. Reaction SMILES: [Br:1][C:2]1[CH:7]=[CH:6][CH:5]=[C:4]([C:8]2[C:17]3[C:12](=[CH:13][C:14]([O:20][CH3:21])=[C:15]([O:18][CH3:19])[CH:16]=3)[CH:11]=[C:10]([C:22](OC)=[O:23])[C:9]=2[C:26](OC)=[O:27])[N:3]=1.[BH4-].[Li+].CO>O1CCCC1>[Br:1][C:2]1[CH:7]=[CH:6][CH:5]=[C:4]([C:8]2[C:17]3[C:12](=[CH:13][C:14]([O:20][CH3:21])=[C:15]([O:18][CH3:19])[CH:16]=3)[CH:11]=[C:10]([CH2:22][OH:23])[C:9]=2[CH2:26][OH:27])[N:3]=1 |f:1.2|. Reported procedure: To a suspension of 1-(2-bromo-6-pyridyl)-2,3-bis(methoxycarbonyl)-6,7-dimethoxynaphthalene (715 mg) in tetrahydrofuran (20 ml) is added lithium borohydride (174 mg), and the mixture is refluxed. To the mixture is added dropwise a mixture of methanol (2.2 ml) and tetrahydrofuran (10 ml) under reflux over a period of two hours. After the reaction is complete, the mixture is concentrated under reduced pressure to remove the solvent, and ethyl acetate and water are added to the residue. The ethyl ac... The reactants are [Cl-].[Al+3].[Cl-].[Cl-] (Aluminum chloride), ClC1=C(C(=O)Cl)C(=CC=C1)Cl (2,6-dichlorobenzoyl chloride), COC=1C=C(C=C(C1OC)OC)C (3,4,5-trimethoxytoluene). Solvent: ClCCl (dichloromethane), ClCCl (dichloromethane). Conditions: temperature 0 celsius, time 16 hour. The product is ClC1=C(C(=O)C2=C(C(=C(C=C2C)OC)OC)O)C(=CC=C1)Cl (2,6-dichloro-3',4'-dimethoxy-2'-hydroxy-6'-methylbenzophenone). RXN SMILES: [Cl-].[Al+3].[Cl-].[Cl-].[Cl:5][C:6]1[CH:14]=[CH:13][CH:12]=[C:11]([Cl:15])[C:7]=1[C:8](Cl)=[O:9].[CH3:16][O:17][C:18]1[CH:19]=[C:20]([CH3:28])[CH:21]=[C:22]([O:26]C)[C:23]=1[O:24][CH3:25]>ClCCl>[Cl:5][C:6]1[CH:14]=[CH:13][CH:12]=[C:11]([Cl:15])[C:7]=1[C:8]([C:21]1[C:20]([CH3:28])=[CH:19][C:18]([O:17][CH3:16])=[C:23]([O:24][CH3:25])[C:22]=1[OH:26])=[O:9] |f:0.1.2.3|. Procedure details: Aluminum chloride (14.67 g, 0.1 mol), 2,6-dichlorobenzoyl chloride (20.95 g, 0.1 mol) and a solution of 3,4,5-trimethoxytoluene (18.22 g, 0.1 mol) in dichloromethane (50 ml), are slowly and consecutively added to dichloromethane stirred at 0° C., stirred for 1 h at ice bath temperatures and for 16 h at room temperature, and poured into ice. The organic layer is separated, washed with dilute hydrochloric acid and water, dried, and, after addition of silica gel (100 g), concentrated in vacuo. A fl... RXN SMILES: [CH2:16]([CH3:17])[O:18][C:19](=[O:20])[c:21]1[cH:22][c:23]2[c:24]([OH:32])[cH:25][cH:26][cH:27][c:28]2[cH:29][c:30]1[Cl:31].[F:1][C:2]([F:3])([F:4])[S:5](=[O:6])(=[O:7])[O:8][S:9]([C:10]([F:11])([F:12])[F:13])(=[O:14])=[O:15].[OH2:33].[cH:34]1[cH:35][cH:36][n:37][cH:38][cH:39]1>>[F:1][C:2]([F:3])([F:4])[S:5](=[O:6])(=[O:7])[O:8][c:24]1[c:23]2[cH:22][c:21]([C:19]([O:18][CH2:16][CH3:17])=[O:20])[c:30]([Cl:31])[cH:29][c:28]2[cH:27][cH:26][cH:25]1. Starting materials: CCOC(=O)c1cc2c(O)cccc2cc1Cl, O=S(=O)(OS(=O)(=O)C(F)(F)F)C(F)(F)F, O, c1ccncc1. Yields the product CCOC(=O)c1cc2c(OS(=O)(=O)C(F)(F)F)cccc2cc1Cl. The reactants are O=C=Nc1ccccc1F, Cc1cc(C(=O)c2cn(C(C)C)c3ncnc(N)c23)cc(N)n1, c1ccncc1. The product is Cc1cc(C(=O)c2cn(C(C)C)c3ncnc(N)c23)cc(NC(=O)Nc2ccccc2F)n1. As a reaction SMILES: [F:1][c:2]1[c:3]([N:8]=[C:9]=[O:10])[cH:4][cH:5][cH:6][cH:7]1.[NH2:11][c:12]1[c:13]2[c:14]([n:15][cH:16][n:17]1)[n:18]([CH:31]([CH3:32])[CH3:33])[cH:19][c:20]2[C:21](=[O:22])[c:23]1[cH:24][c:25]([NH2:30])[n:26][c:27]([CH3:29])[cH:28]1.[cH:34]1[cH:35][cH:36][n:37][cH:38][cH:39]1>>[F:1][c:2]1[c:3]([NH:8][C:9](=[O:10])[NH:30][c:25]2[cH:24][c:23]([C:21]([c:20]3[c:13]4[c:12]([NH2:11])[n:17][cH:16][n:15][c:14]4[n:18]([CH:31]([CH3:32])[CH3:33])[cH:19]3)=[O:22])[cH:28][c:27]([CH3:29])[n:26]2)[cH:4][cH:5][cH:6][cH:7]1.